This data is from the Open Reaction Database (ORD), a public repository of structured organic reaction records. The task is: describe an organic reaction: reactants, conditions, products, and yield The reactants are CS(C)=O, CCOC(=O)c1ccc(F)cc1, [H-], [Na+], O, c1cn[nH]c1. The product is CCOC(=O)c1ccc(-n2cccn2)cc1. As a reaction SMILES: [CH3:21][S:22]([CH3:23])=[O:24].[F:8][c:9]1[cH:10][cH:11][c:12]([C:13](=[O:14])[O:15][CH2:16][CH3:17])[cH:18][cH:19]1.[H-:7].[Na+:6].[OH2:20].[nH:1]1[n:2][cH:3][cH:4][cH:5]1>>[n:1]1(-[c:9]2[cH:10][cH:11][c:12]([C:13](=[O:14])[O:15][CH2:16][CH3:17])[cH:18][cH:19]2)[n:2][cH:3][cH:4][cH:5]1.